Dataset: the Open Reaction Database (ORD), a public repository of structured organic reaction records. Task: describe an organic reaction: reactants, conditions, products, and yield Reactants: C1(CCCCC1)N=C=NC1CCCCC1 (Dicyclohexylcarbodiimide), SC=1SCCN1 (2-mercaptothiazoline), CN(C)C1=NC=CC=C1 (dimethylaminopyridine), C(C1=CC=CC=C1)N1C(C(=C(C=C1C)C(=O)O)OCC1=CC=CC=C1)=O (1-benzyl-3-benzyloxy-4-carboxy-6-methyl-2(1H)-pyridinone). Solvent: C(Cl)Cl (CH2Cl2). Conditions: time 1 hour. Product: C(C1=CC=CC=C1)N1C(C(=C(C=C1C)C(=O)N1C(SCC1)=S)OCC1=CC=CC=C1)=O (1-benzyl-3-benzyloxy-6-methyl-4-(2-thioxo-thiazolidine-3-carbonyl)-2(1H)-pyridinone). Yield: 74.0%. Reaction SMILES: [CH2:1]([N:8]1[C:13]([CH3:14])=[CH:12][C:11]([C:15]([OH:17])=O)=[C:10]([O:18][CH2:19][C:20]2[CH:25]=[CH:24][CH:23]=[CH:22][CH:21]=2)[C:9]1=[O:26])[C:2]1[CH:7]=[CH:6][CH:5]=[CH:4][CH:3]=1.[SH:27][C:28]1[S:29][CH2:30][CH2:31][N:32]=1.CN(C1C=CC=CN=1)C.C1(N=C=NC2CCCCC2)CCCCC1>C(Cl)Cl>[CH2:1]([N:8]1[C:13]([CH3:14])=[CH:12][C:11]([C:15]([N:32]2[CH2:31][CH2:30][S:29][C:28]2=[S:27])=[O:17])=[C:10]([O:18][CH2:19][C:20]2[CH:21]=[CH:22][CH:23]=[CH:24][CH:25]=2)[C:9]1=[O:26])[C:2]1[CH:3]=[CH:4][CH:5]=[CH:6][CH:7]=1. Procedure details: 1-benzyl-3-benzyloxy-4-carboxy-6-methyl-2(1H)-pyridinone (5.36 g, 15.3 mmol) was dissolved in CH2Cl2 (100 ml) under an atmosphere of nitrogen. Then 2-mercaptothiazoline (1.88 g, 16.1 mmol) and dimethylaminopyridine (DMAP, 0.16 g, 1.0 mmol) were added and the solution stirred for 1 h. Dicyclohexylcarbodiimide (DCC, 3.45 g, 16.9 mmol) was then added in small portions and the reaction mixture stirred for 16 h, and then allowed to stand for 24 h at 0° C. The reaction mixture was filtered and the sol... Reactants: CC(C)(C)OC(=O)N1CCCC1C(=O)O, CN(C)C=O, CCOC(C)=O, C(=NC1CCCCC1)=NC1CCCCC1, Cl, COC(=O)C(N)Cc1ccc(Oc2ccc(CC3SC(=O)NC3=O)cc2)cc1, O. The product is COC(=O)C(Cc1ccc(Oc2ccc(CC3SC(=O)NC3=O)cc2)cc1)NC(=O)C1CCCN1C(=O)OC(C)(C)C. RXN SMILES: [C:30]([CH3:31])([CH3:32])([CH3:33])[O:34][C:35](=[O:36])[N:37]1[CH:38]([C:42](=[O:43])[OH:44])[CH2:39][CH2:40][CH2:41]1.[CH3:61][N:62]([CH3:63])[CH:64]=[O:65].[CH3:66][CH2:67][O:68][C:69](=[O:70])[CH3:71].[CH:45]1([N:46]=[C:47]=[N:48][CH:49]2[CH2:50][CH2:51][CH2:52][CH2:53][CH2:54]2)[CH2:55][CH2:56][CH2:57][CH2:58][CH2:59]1.[ClH:1].[NH2:2][CH:3]([CH2:4][c:5]1[cH:6][cH:7][c:8]([O:9][c:10]2[cH:11][cH:12][c:13]([CH2:14][CH:15]3[C:16](=[O:21])[NH:17][C:18](=[O:20])[S:19]3)[cH:22][cH:23]2)[cH:24][cH:25]1)[C:26](=[O:27])[O:28][CH3:29].[OH2:60]>>[NH:2]([CH:3]([CH2:4][c:5]1[cH:6][cH:7][c:8]([O:9][c:10]2[cH:11][cH:12][c:13]([CH2:14][CH:15]3[C:16](=[O:21])[NH:17][C:18](=[O:20])[S:19]3)[cH:22][cH:23]2)[cH:24][cH:25]1)[C:26](=[O:27])[O:28][CH3:29])[C:42]([CH:38]1[N:37]([C:35]([O:34][C:30]([CH3:31])([CH3:32])[CH3:33])=[O:36])[CH2:41][CH2:40][CH2:39]1)=[O:43]. The reactants are C(C1=CC=CC=C1)C1C2CC(C(N2C1=O)C(=O)OCC1=CC=CC=C1)SCC (benzyl 6-benzyl-3-ethylthio-7-oxo-1-azabicyclo[3.2.0]heptane-2-carboxylate), O (water), N1=CC=CC=C1 (pyridine), [Cl-].[Cl-].IC1=CC=CC=C1 (iodobenzene dichloride). The solvent is C(Cl)(Cl)Cl (chloroform). Product: C(C1=CC=CC=C1)C1C2CC(C(N2C1=O)C(=O)OCC1=CC=CC=C1)(S(=O)CC)Cl (benzyl 6-benzyl-3-chloro-3-ethylsulphinyl-7-oxo-1-azabicyclo[3.2.0]heptane-2-carboxylate). Yield: 56.6%. Reaction SMILES: [CH2:1]([CH:8]1[C:14](=[O:15])[N:13]2[CH:9]1[CH2:10][CH:11]([S:26][CH2:27][CH3:28])[CH:12]2[C:16]([O:18][CH2:19][C:20]1[CH:25]=[CH:24][CH:23]=[CH:22][CH:21]=1)=[O:17])[C:2]1[CH:7]=[CH:6][CH:5]=[CH:4][CH:3]=1.[OH2:29].N1C=CC=CC=1.[Cl-:36].[Cl-].IC1C=CC=CC=1>C(Cl)(Cl)Cl>[CH2:1]([CH:8]1[C:14](=[O:15])[N:13]2[CH:9]1[CH2:10][C:11]([Cl:36])([S:26]([CH2:27][CH3:28])=[O:29])[CH:12]2[C:16]([O:18][CH2:19][C:20]1[CH:25]=[CH:24][CH:23]=[CH:22][CH:21]=1)=[O:17])[C:2]1[CH:3]=[CH:4][CH:5]=[CH:6][CH:7]=1 |f:3.4.5|. Reported procedure: A solution of benzyl 6-benzyl-3-ethylthio-7-oxo-1-azabicyclo[3.2.0]heptane-2-carboxylate (98) (0.047 g) in chloroform (5 ml) was treated with water (0.005 g), pyridine (0.033 g) and iodobenzene dichloride (0.082 g) at 0° under argon. The solution was concentrated after 2 hours and then chromatographed on silica gel 60 (<230 mesh) eluting with ethyl acetate/60°-80° petroleum ether 7:3 to give benzyl 6-benzyl-3-ethylsulphinyl-7-oxo-1-azabicyclo[3.2.0]heptane-2-carboxylate (79) (0.030 g); m.p. 118°... The reagents and catalysts are CC(=O)[O-].CC(=O)[O-].[Pd+2] (Pd(OAc)2). Run at temperature 80 celsius. RXN SMILES: [CH2:1]([O:4][C:5]1([CH3:39])[CH2:10][CH2:9][N:8]([C:11]2[N:16]3[CH:17]=[C:18]([C:20]4[CH:25]=[CH:24][CH:23]=[C:22](Br)[CH:21]=4)[N:19]=[C:15]3[C:14]([CH3:27])=[C:13]([CH3:28])[C:12]=2[C@H:29]([O:34][C:35]([CH3:38])([CH3:37])[CH3:36])[C:30]([O:32][CH3:33])=[O:31])[CH2:7][CH2:6]1)[CH:2]=[CH2:3].COC1C=CC=C(OC)C=1C1C=CC=CC=1P(C1CCCCC1)C1CCCCC1.[F:69][C:70]1[C:75]([F:76])=[CH:74][C:73](B2OC(=O)CN(C)CC(=O)O2)=[C:72]([O:88][C@H:89]([CH2:91][CH:92]=[CH2:93])[CH3:90])[CH:71]=1.[O-]P([O-])([O-])=O.[K+].[K+].[K+]>O1CCOCC1.O.CCOC(C)=O.CC([O-])=O.CC([O-])=O.[Pd+2]>[CH2:1]([O:4][C:5]1([CH3:39])[CH2:10][CH2:9][N:8]([C:11]2[N:16]3[CH:17]=[C:18]([C:20]4[CH:21]=[C:22]([C:73]5[CH:74]=[C:75]([F:76])[C:70]([F:69])=[CH:71][C:72]=5[O:88][C@H:89]([CH2:91][CH:92]=[CH2:93])[CH3:90])[CH:23]=[CH:24][CH:25]=4)[N:19]=[C:15]3[C:14]([CH3:27])=[C:13]([CH3:28])[C:12]=2[C@H:29]([O:34][C:35]([CH3:38])([CH3:37])[CH3:36])[C:30]([O:32][CH3:33])=[O:31])[CH2:7][CH2:6]1)[CH:2]=[CH2:3] |f:3.4.5.6,10.11.12|. Reported procedure: A mixture of (S)-methyl 2-(5-(4-(allyloxy)-4-methylpiperidin-1-yl)-2-(3-bromophenyl)-7,8-dimethylimidazo[1,2-a]pyridin-6-yl)-2-(tert-butoxy)acetate (0.25 g, 0.42 mmol, 1 equiv), Sphos (34 mg, 0.084 mmol, 0.2 equiv), (S)-2-(4,5-difluoro-2-(pent-4-en-2-yloxy)phenyl)-6-methyl-1,3,6,2-dioxazaborocane-4,8-dione (0.18 g, 0.52 mmol, 1.25 equiv), K3PO4 (1.05 g, 4.59 mmol, 11 equiv), and Pd(OAc)2 (9 mg, 0.042 mmol, 0.1 equiv) in dioxane (5 mL) and water (1 mL) was heated at 80° C. for 1.5 h. Upon cooling... The yield is 83.1%. Starting materials: C(C=C)OC1(CCN(CC1)C1=C(C(=C(C=2N1C=C(N2)C2=CC(=CC=C2)Br)C)C)[C@@H](C(=O)OC)OC(C)(C)C)C ((S)-methyl 2-(5-(4-(allyloxy)-4-methylpiperidin-1-yl)-2-(3-bromophenyl)-7,8-dimethylimidazo[1,2-a]pyridin-6-yl)-2-(tert-butoxy)acetate), COC=1C=CC=C(C1C=2C=CC=CC2P(C3CCCCC3)C4CCCCC4)OC (Sphos), FC1=CC(=C(C=C1F)B1OC(CN(CC(O1)=O)C)=O)O[C@@H](C)CC=C ((S)-2-(4,5-difluoro-2-(pent-4-en-2-yloxy)phenyl)-6-methyl-1,3,6,2-dioxazaborocane-4,8-dione), [O-]P(=O)([O-])[O-].[K+].[K+].[K+] (K3PO4). Solvent: O1CCOCC1 (dioxane), O (water), CCOC(=O)C (EtOAc). Product: C(C=C)OC1(CCN(CC1)C1=C(C(=C(C=2N1C=C(N2)C=2C=C(C=CC2)C2=C(C=C(C(=C2)F)F)O[C@@H](C)CC=C)C)C)[C@@H](C(=O)OC)OC(C)(C)C)C ((S)-Methyl 2-(5-(4-(allyloxy)-4-methylpiperidin-1-yl)-2-(4′,5′-difluoro-2′-((S)-pent-4-en-2-yloxy)-[1,1′-biphenyl]-3-yl)-7,8-dimethylimidazo[1,2-a]pyridin-6-yl)-2-(tert-butoxy)acetate). Reaction SMILES: [Br-:36].[CH2:39]1[O:40][CH2:41][CH2:42][CH2:43]1.[CH2:44]([O:45][CH2:46][CH3:47])[CH3:48].[CH3:1][c:2]1[c:3]([CH2:15][n:16]2[c:17]([CH3:35])[cH:18][c:19]3[cH:20][c:21]([C:25]([C:26]([F:27])([F:28])[F:29])([C:30]([F:31])([F:32])[F:33])[OH:34])[cH:22][cH:23][c:24]23)[n:4][c:5](-[c:7]2[cH:8][cH:9][c:10]([CH:11]=[O:12])[cH:13][cH:14]2)[o:6]1.[CH3:37][Mg+:38]>>[CH3:1][c:2]1[c:3]([CH2:15][n:16]2[c:17]([CH3:35])[cH:18][c:19]3[cH:20][c:21]([C:25]([C:26]([F:27])([F:28])[F:29])([C:30]([F:31])([F:32])[F:33])[OH:34])[cH:22][cH:23][c:24]23)[n:4][c:5](-[c:7]2[cH:8][cH:9][c:10]([CH:11]([OH:12])[CH3:37])[cH:13][cH:14]2)[o:6]1. Yields the product Cc1oc(-c2ccc(C(C)O)cc2)nc1Cn1c(C)cc2cc(C(O)(C(F)(F)F)C(F)(F)F)ccc21. Starting materials: [Br-], C1CCOC1, CCOCC, Cc1oc(-c2ccc(C=O)cc2)nc1Cn1c(C)cc2cc(C(O)(C(F)(F)F)C(F)(F)F)ccc21, C[Mg+]. Starting materials: CCOC(=O)C(C)Br, CN(c1ccc(O)cc1)c1nc2ccccc2nc1Cl. Product: CCOC(=O)C(C)Oc1ccc(N(C)c2nc3ccccc3nc2Cl)cc1. RXN SMILES: [Br:21][CH:22]([C:23](=[O:24])[O:25][CH2:26][CH3:27])[CH3:28].[CH3:1][N:2]([c:3]1[n:4][c:5]2[cH:6][cH:7][cH:8][cH:9][c:10]2[n:11][c:12]1[Cl:13])[c:14]1[cH:15][cH:16][c:17]([OH:20])[cH:18][cH:19]1>>[CH3:1][N:2]([c:3]1[n:4][c:5]2[cH:6][cH:7][cH:8][cH:9][c:10]2[n:11][c:12]1[Cl:13])[c:14]1[cH:15][cH:16][c:17]([O:20][CH:22]([C:23](=[O:24])[O:25][CH2:26][CH3:27])[CH3:28])[cH:18][cH:19]1. As a reaction SMILES: [NH2:1][C:2]1[C:15]2[C:14](=[O:16])[C:13]3[C:8](=[CH:9][CH:10]=[CH:11][CH:12]=3)[C:7](=[O:17])[C:6]=2[C:5]([OH:18])=[CH:4][C:3]=1[Cl:19].ClC1C=CC=CC=1.[C:27]1([OH:33])[CH:32]=[CH:31][CH:30]=[CH:29][CH:28]=1.[OH-].[K+]>[Br-].C([N+](CCCC)(CCCC)CCCC)CCC.O>[NH2:1][C:2]1[C:15]2[C:14](=[O:16])[C:13]3[C:8](=[CH:9][CH:10]=[CH:11][CH:12]=3)[C:7](=[O:17])[C:6]=2[C:5]([OH:18])=[CH:4][C:3]=1[Cl:19].[C:27]1([O-:33])[CH:32]=[CH:31][CH:30]=[CH:29][CH:28]=1 |f:3.4,5.6|. The product is NC1=C(C=C(C=2C(C3=CC=CC=C3C(C12)=O)=O)O)Cl (1-amino-2-chloro-4-hydroxyanthraquinone), C1(=CC=CC=C1)[O-] (phenolate). Procedure: 29.75 g of 1-amino-2-chloro-4-hydroxyanthraquinone (titer 92%), 120 ml of chlorobenzene, 5 g of tetrabutylammonium bromide, 10.8 g of phenol and 6.48 g of potassium hydroxide are heated within 1 hour, with stirring, to boiling temperature (131°-133° C.), and then stirred for 5 hours at the boiling temperature. Reaction water occurring during the process is distilled off at the side, together with about 10 ml of chlorobenzene. The reaction mixture is subsequently cooled to 60° C., and 50 ml of me... The reactants are NC1=C(C=C(C=2C(C3=CC=CC=C3C(C12)=O)=O)O)Cl (1-amino-2-chloro-4-hydroxyanthraquinone), ClC1=CC=CC=C1 (chlorobenzene), C1(=CC=CC=C1)O (phenol), [OH-].[K+] (potassium hydroxide). Conditions: temperature 60 celsius. Reagents/catalysts: [Br-].C(CCC)[N+](CCCC)(CCCC)CCCC (tetrabutylammonium bromide). Solvent: O (water). Starting materials: Cl (HCl), ClC1=CC(=C(C(=O)Cl)C=C1)F (4-chloro-2-fluorobenzoyl chloride), ClC1=C(C=CC=C1Cl)OC (2,3-dichloroanisole), [Al+3].[Cl-].[Cl-].[Cl-] (AlCl3). The solvent is ClCCCl (1,2-dichloroethane). Reaction conditions: temperature 40 celsius. Product: ClC1=C(C(=O)C2=C(C=C(C=C2)Cl)F)C=CC(=C1Cl)OC (2,3-dichloro-4-methoxy-4'-chloro-2'-fluorobenzophenone). Reaction SMILES: [Cl:1][C:2]1[CH:10]=[CH:9][C:5]([C:6](Cl)=[O:7])=[C:4]([F:11])[CH:3]=1.[Cl:12][C:13]1[C:18]([Cl:19])=[CH:17][CH:16]=[CH:15][C:14]=1[O:20][CH3:21].[Al+3].[Cl-].[Cl-].[Cl-].Cl>ClCCCl>[Cl:19][C:18]1[C:13]([Cl:12])=[C:14]([O:20][CH3:21])[CH:15]=[CH:16][C:17]=1[C:6]([C:5]1[CH:9]=[CH:10][C:2]([Cl:1])=[CH:3][C:4]=1[F:11])=[O:7] |f:2.3.4.5|. Procedure: To a mixture of 46 g of 4-chloro-2-fluorobenzoyl chloride and 38.9 g of 2,3-dichloroanisole in 150 ml of 1,2-dichloroethane, 32 g of AlCl3 is added gradually. The mixture is warmed to 40° C. with a vigorous evolution of gas. The mixture is poured into concentrated HCl and ice. The organic layer is separated and the aqueous layer is extracted with additional organic solvent. The combined organic extracts are washed with water, dried over Na2SO4 and evaporated. The crude product is triturated with... Reactants: C1(CC1)NC(CO)C(C)C (2-cyclopropylamino-3-methyl-butan-1-ol), FC(C1=C(C=CC=C1)N=C=O)(F)F (2-trifluoromethylphenylisocyanate). Run in C1CCOC1 (THF), C1CCOC1 (THF). Run at temperature 60 celsius. The product is C1(CC1)N(C(=O)NC1=C(C=CC=C1)C(F)(F)F)C(C(C)C)CO (1-Cyclopropyl-1-(1-hydroxymethyl-2-methyl-propyl)-3-(2-trifluoromethyl-phenyl)-urea). Isolated yield 61.7%. As a reaction SMILES: [CH:1]1([NH:4][CH:5]([CH:8]([CH3:10])[CH3:9])[CH2:6][OH:7])[CH2:3][CH2:2]1.[F:11][C:12]([F:23])([F:22])[C:13]1[CH:18]=[CH:17][CH:16]=[CH:15][C:14]=1[N:19]=[C:20]=[O:21]>C1COCC1>[CH:1]1([N:4]([CH:5]([CH2:6][OH:7])[CH:8]([CH3:10])[CH3:9])[C:20]([NH:19][C:14]2[CH:15]=[CH:16][CH:17]=[CH:18][C:13]=2[C:12]([F:11])([F:22])[F:23])=[O:21])[CH2:3][CH2:2]1. Procedure: To a solution of crude 2-cyclopropylamino-3-methyl-butan-1-ol (195 mg) in THF (10 mL) was slowly added a solution of 2-trifluoromethylphenylisocyanate (225 mg) in THF (3 mL) at 0° C. The mixture was then heated to 60° C. for 12 hours. After cooling, the solution was concentrated in vacuo and the residue was purified by flash chromatography using ethyl acetate/heptane 1:1 as an eluent to give the desired material as a colorless solid (245 mg). MS (ESI): 331.3 (MH+). Reactants: FC1=C(C=O)C=CC=C1 (2-Fluorobenzaldehyde), C([O-])([O-])=O.[K+].[K+] (potassium carbonate), SCCO (2-mercaptoethanol). The solvent is C(CC)#N (propionitrile), C(CC)#N (propionitrile), C(CC)#N (propionitrile). Conditions: temperature 85 celsius. Yields the product OCCSC1=C(C=O)C=CC=C1 (2-[(2-hydroxyethyl)sulfanyl]benzaldehyde). As a reaction SMILES: C(=O)([O-])[O-].[K+].[K+].[SH:7][CH2:8][CH2:9][OH:10].F[C:12]1[CH:19]=[CH:18][CH:17]=[CH:16][C:13]=1[CH:14]=[O:15]>C(#N)CC>[OH:10][CH2:9][CH2:8][S:7][C:12]1[CH:19]=[CH:18][CH:17]=[CH:16][C:13]=1[CH:14]=[O:15] |f:0.1.2|. Procedure: To a slurry of potassium carbonate (362 g, 2.62 moles) in propionitrile (1000 ml) under nitrogen, was added 2-mercaptoethanol (184 ml, 2.618 moles) as a solution in propionitrile (750 ml). 2-Fluorobenzaldehyde (250 g, 2.014 moles) was added as a solution in propionitrile (750 ml) and heated at 85° C. for 18 hours. The reaction was cooled to 20° C. and sequentially washed with water (1500 ml), 1M sodium hydroxide solution (500 ml) and water (1000 ml). The final solution was dried by azeotropic di...